Dataset: the Open Reaction Database (ORD), a public repository of structured organic reaction records. Task: describe an organic reaction: reactants, conditions, products, and yield The reactants are COc1ccc2c(c1)CCC(=O)C2, CC(=O)O, Cc1ccccc1N1CCNCC1. Yields the product COc1ccc2c(c1)CCC(N1CCN(c3ccccc3C)CC1)C2. Reaction SMILES: [CH3:1][O:2][c:3]1[cH:4][c:5]2[c:10]([cH:11][cH:12]1)[CH2:9][C:8](=[O:13])[CH2:7][CH2:6]2.[CH3:27][C:28](=[O:29])[OH:30].[c:14]1([CH3:26])[c:15]([N:20]2[CH2:21][CH2:22][NH:23][CH2:24][CH2:25]2)[cH:16][cH:17][cH:18][cH:19]1>>[CH3:1][O:2][c:3]1[cH:4][c:5]2[c:10]([cH:11][cH:12]1)[CH2:9][CH:8]([N:23]1[CH2:22][CH2:21][N:20]([c:15]3[c:14]([CH3:26])[cH:19][cH:18][cH:17][cH:16]3)[CH2:25][CH2:24]1)[CH2:7][CH2:6]2. Reactants: ClCCCC(=O)C1=CC=C(C=C1)F (1-chloro-3-(p-fluorophenylcarbonyl)propane), [I-].[Na+] (sodium iodide). Solvent: C(C)C(=O)C (methyl ethyl ketone). Yields the product ICCCC(=O)C1=CC=C(C=C1)F (1-iodo-3-(p-fluorophenylcarbonyl)propane). The yield is 96.2%. As a reaction SMILES: Cl[CH2:2][CH2:3][CH2:4][C:5]([C:7]1[CH:12]=[CH:11][C:10]([F:13])=[CH:9][CH:8]=1)=[O:6].[I-:14].[Na+]>C(C(C)=O)C>[I:14][CH2:2][CH2:3][CH2:4][C:5]([C:7]1[CH:12]=[CH:11][C:10]([F:13])=[CH:9][CH:8]=1)=[O:6] |f:1.2|. Procedure details: 20 g of 1-chloro-3-(p-fluorophenylcarbonyl)propane dissolved in 100 cm3 of methyl ethyl ketone are refluxed for 24 hours in the presence of 18.5 g of sodium iodide. After treatment, 28 g of the desired compound are isolated. The reactants are N12CC(C(CC1)CC2)OC2=CC=C(C=C2)N(C2=CSC1=C2C=CC=C1)C1=CSC2=C1C=CC=C2 (N-[4-(1-azabicyclo[2.2.2]oct-3-yloxy)phenyl]-N,N-bis(1-benzothien-3-yl)amine), Cl (HCl), O1CCOCC1 (1,4-dioxane). The solvent is C(C)(=O)OCC (ethyl acetate). Yields the product Cl.N12CC(C(CC1)CC2)OC2=CC=C(C=C2)N(C2=CSC1=C2C=CC=C1)C1=CSC2=C1C=CC=C2 (N-[4-(1-azabicyclo[2.2.2]oct-3-yloxy)phenyl]-N,N-bis(1-benzothien-3-yl)amine hydrochloride). RXN SMILES: [N:1]12[CH2:8][CH2:7][CH:4]([CH2:5][CH2:6]1)[CH:3]([O:9][C:10]1[CH:15]=[CH:14][C:13]([N:16]([C:26]3[C:30]4[CH:31]=[CH:32][CH:33]=[CH:34][C:29]=4[S:28][CH:27]=3)[C:17]3[C:21]4[CH:22]=[CH:23][CH:24]=[CH:25][C:20]=4[S:19][CH:18]=3)=[CH:12][CH:11]=1)[CH2:2]2.[ClH:35].O1CCOCC1>C(OCC)(=O)C>[ClH:35].[N:1]12[CH2:8][CH2:7][CH:4]([CH2:5][CH2:6]1)[CH:3]([O:9][C:10]1[CH:11]=[CH:12][C:13]([N:16]([C:26]3[C:30]4[CH:31]=[CH:32][CH:33]=[CH:34][C:29]=4[S:28][CH:27]=3)[C:17]3[C:21]4[CH:22]=[CH:23][CH:24]=[CH:25][C:20]=4[S:19][CH:18]=3)=[CH:14][CH:15]=1)[CH2:2]2 |f:4.5|. Procedure details: The product of Example 24A (70 mg, 0.14 mmol) in ethyl acetate (3 mL) was treated with 4M HCl in 1,4-dioxane (0.2 mL, 0.8 mmol) at ambient temperature for 10 hours. The title compound was obtained as a solid (42 mg, yield, 53%). 1H NMR (MeOH-d4, 300 MHz) δ 1.85–2.25(m, 3H), 2.30–2.40 (m, 1H), 3.17–3.44 (m, 6H), 3.60–3.68 (m, 1H), 4.61 (m, 1H), 6.56–6.68 (m, 4H), 7.26–7.44 (m, 5H), 7.61–7.67 (m, 2H), 7.84–7.97 (m, 3H) ppm. MS (DCl/NH3) m/z 483 (M+H)+. Anal. Calculated for C29H26N2OS2.HCl.1.5H2O: ... Starting materials: C(CCC)[Li] (n-butyllithium), O (Water), BrC1=CC=C(C=C1)N(C1=CC=CC=C1)C1=CC=CC2=CC=CC=C12 ((4-bromophenyl)naphthalen-1-yl-phenylamine), C(C)(C)OB1OC(C(O1)(C)C)(C)C (2-isopropoxy-4,4,5,5-tetramethyl-1,3,2-dioxaborolane). Solvent: C1CCOC1 (THF), C(Cl)(Cl)Cl (chloroform), C1CCOC1 (THF). Conditions: temperature -78 celsius, time 24 hour. Product: CC1(OB(OC1(C)C)C1=CC=C(C=C1)N)C (4-(4,4,5,5-tetramethyl[1,3,2]dioxaborolan-2-yl)phenylamine). Reaction SMILES: BrC1C=CC([N:8]([C:15]2[C:24]3[C:19](=CC=CC=3)[CH:18]=[CH:17][CH:16]=2)C2C=CC=CC=2)=CC=1.C([Li])CCC.C(O[B:34]1[O:38][C:37]([CH3:40])([CH3:39])[C:36]([CH3:42])([CH3:41])[O:35]1)(C)C.O>C1COCC1.C(Cl)(Cl)Cl>[CH3:41][C:36]1([CH3:42])[C:37]([CH3:40])([CH3:39])[O:38][B:34]([C:18]2[CH:17]=[CH:16][C:15]([NH2:8])=[CH:24][CH:19]=2)[O:35]1. Procedure: 3.7 g (10 mmol) of (4-bromophenyl)naphthalen-1-yl-phenylamine was dissolved in 100 ml of THF and cooled to −78° C. 4.8 ml (12 mmol) of 2.5M n-butyllithium was added slowly to the THF solution and maintained at the same temperature as above for an hour to allow reaction. 2.2 g (12 mmol) of 2-isopropoxy-4,4,5,5-tetramethyl-1,3,2-dioxaborolane was added to the reactant solution, maintained at the same temperature as above for an hour to allow reaction, heated to room temperature (RT) and stirred fo... Procedure: To 3-((5-bromofuran-2-yl)methylene)-5-chloroindolin-2-one (150 mg, 0.466 mmol) in dioxane/water (2850/150 μL) was added 2-fluoro-4-(methoxycarbonyl)phenylboronic acid (111 mg, 0.559 mmol) and Cs2CO3 (456 mg, 1.398 mmol). The mixture was degassed with nitrogen for 5 minutes, then PdCl2 dppf (17 mg, 0.023 mmol) was added. The mixture was heated in microwave for 40 minutes at 110° C. Water was added and the solid formed was isolated by filtration to yield methyl 4-(5-((5-chloro-2-oxoindolin-3-ylide... The reactants are BrC1=CC=C(O1)C=C1C(NC2=CC=C(C=C12)Cl)=O (3-((5-bromofuran-2-yl)methylene)-5-chloroindolin-2-one), FC1=C(C=CC(=C1)C(=O)OC)B(O)O (2-fluoro-4-(methoxycarbonyl)phenylboronic acid), C(=O)([O-])[O-].[Cs+].[Cs+] (Cs2CO3), O (Water). Run at temperature 110 celsius. As a reaction SMILES: Br[C:2]1[O:6][C:5]([CH:7]=[C:8]2[C:16]3[C:11](=[CH:12][CH:13]=[C:14]([Cl:17])[CH:15]=3)[NH:10][C:9]2=[O:18])=[CH:4][CH:3]=1.[F:19][C:20]1[CH:25]=[C:24]([C:26]([O:28][CH3:29])=[O:27])[CH:23]=[CH:22][C:21]=1B(O)O.C([O-])([O-])=O.[Cs+].[Cs+].O>O1CCOCC1.O.Cl[Pd]Cl.C1C=CC(P(C2C=CC=CC=2)[C-]2C=CC=C2)=CC=1.C1C=CC(P(C2C=CC=CC=2)[C-]2C=CC=C2)=CC=1.[Fe+2]>[Cl:17][C:14]1[CH:15]=[C:16]2[C:11](=[CH:12][CH:13]=1)[NH:10][C:9](=[O:18])[C:8]2=[CH:7][C:5]1[O:6][C:2]([C:21]2[CH:22]=[CH:23][C:24]([C:26]([O:28][CH3:29])=[O:27])=[CH:25][C:20]=2[F:19])=[CH:3][CH:4]=1 |f:2.3.4,6.7,8.9.10.11|. Product: ClC=1C=C2C(C(NC2=CC1)=O)=CC1=CC=C(O1)C1=C(C=C(C(=O)OC)C=C1)F (methyl 4-(5-((5-chloro-2-oxoindolin-3-ylidene)methyl)furan-2-yl)-3-fluorobenzoate). Reagents/catalysts: Cl[Pd]Cl.C1=CC=C(C=C1)P([C-]2C=CC=C2)C3=CC=CC=C3.C1=CC=C(C=C1)P([C-]2C=CC=C2)C3=CC=CC=C3.[Fe+2] (PdCl2 dppf). Solvent: O1CCOCC1.O (dioxane water). Starting materials: NC(=O)NC(=O)c1cccnc1, CCOC(C)=O, NC1CCN(Cc2ccc3ncccc3c2)CC1, c1ccncc1. Yields the product O=C(NC(=O)c1cccnc1)NC1CCN(Cc2ccc3ncccc3c2)CC1. RXN SMILES: [C:19]([c:20]1[cH:21][n:22][cH:23][cH:24][cH:25]1)(=[O:26])[NH:27][C:28](=[O:29])[NH2:30].[CH3:37][CH2:38][O:39][C:40](=[O:41])[CH3:42].[NH2:1][CH:2]1[CH2:3][CH2:4][N:5]([CH2:8][c:9]2[cH:10][c:11]3[cH:12][cH:13][cH:14][n:15][c:16]3[cH:17][cH:18]2)[CH2:6][CH2:7]1.[cH:31]1[cH:32][cH:33][n:34][cH:35][cH:36]1>>[NH:1]([CH:2]1[CH2:3][CH2:4][N:5]([CH2:8][c:9]2[cH:10][c:11]3[cH:12][cH:13][cH:14][n:15][c:16]3[cH:17][cH:18]2)[CH2:6][CH2:7]1)[C:28]([NH:27][C:19]([c:20]1[cH:21][n:22][cH:23][cH:24][cH:25]1)=[O:26])=[O:29]. The reactants are OC=1C=C(C=C(C1)O)CC(=O)OCC (ethyl 3,5-dihydroxyphenylacetate), C(C1=CC=CC=C1)Br (benzyl bromide), C(=O)([O-])[O-].[K+].[K+] (K2CO3). Run in CC(=O)C (acetone). Yields the product C(C1=CC=CC=C1)OC=1C=C(C=C(C1)OCC1=CC=CC=C1)CC(=O)OCC (ethyl 3,5-dibenzyloxyphenylacetate). Reaction SMILES: [OH:1][C:2]1[CH:3]=[C:4]([CH2:9][C:10]([O:12][CH2:13][CH3:14])=[O:11])[CH:5]=[C:6]([OH:8])[CH:7]=1.[CH2:15](Br)[C:16]1[CH:21]=[CH:20][CH:19]=[CH:18][CH:17]=1.C([O-])([O-])=O.[K+].[K+]>CC(C)=O>[CH2:15]([O:1][C:2]1[CH:3]=[C:4]([CH2:9][C:10]([O:12][CH2:13][CH3:14])=[O:11])[CH:5]=[C:6]([O:8][CH2:9][C:4]2[CH:5]=[CH:6][CH:7]=[CH:2][CH:3]=2)[CH:7]=1)[C:16]1[CH:21]=[CH:20][CH:19]=[CH:18][CH:17]=1 |f:2.3.4|. Procedure: A solution of ethyl 3,5-dihydroxyphenylacetate (4.0 g, 20.39 mmol), benzyl bromide (4.85 ml, 6.97 g, 40.77 mmol, 2 eq) and 5.64 g (40.77 mmol, 2 eq) of K2CO3 in 100 ml of acetone is refluxed overnight. The mixture is concentrated in vacuo, then partitioned between EtOAc and H2O. The organics are dried (MgSO4) and concentrated in vacuo. This is then passed through a flash silica gel column that is slurry packed with hexanes and eluted with 10% EtOAc in hexanes. Concentration of desired fractions ... The reactants are C(O)([O-])=O.[Na+] (sodium hydrogen carbonate), C(C1=CC=CC=C1)N(COC)C[Si](C)(C)C (N-benzyl-N-(methoxymethyl)trimethylsilylmethylamine), C(C)(C)(C)OC(=O)N1[C@@H](C[C@H](C1)O[Si](C)(C)C(C)(C)C)/C=C/C(=O)OCC (ethyl (E)-3-[(2S, 4R)-N-tert-butoxycarbonyl-4-tert-butyldimethylsiloxypyrrolidin-2-yl]acrylate), FC(C(=O)O)(F)F.C(Cl)Cl (trifluoroacetic acid methylene chloride). The solvent is C(Cl)Cl (methylene chloride). Run at time 1.5 hour. Yields the product C(C)(C)(C)OC(=O)N1[C@@H](C[C@H](C1)O[Si](C)(C)C(C)(C)C)C1C(CN(C1)CC1=CC=CC=C1)C(=O)OCC ((2S, 4R)-N-tert-butoxycarbonyl-4-tert-butyldimethylsiloxy-2-(N-benzyl-3-ethoxycarbonylpyrrolidin-4-yl)pyrrolidine), mixture. Isolated yield 100.0%. Reaction SMILES: [CH2:1]([N:8]([CH2:12][Si](C)(C)C)[CH2:9]OC)[C:2]1[CH:7]=[CH:6][CH:5]=[CH:4][CH:3]=1.[C:17]([O:21][C:22]([N:24]1[CH2:28][C@H:27]([O:29][Si:30]([C:33]([CH3:36])([CH3:35])[CH3:34])([CH3:32])[CH3:31])[CH2:26][C@H:25]1/[CH:37]=[CH:38]/[C:39]([O:41][CH2:42][CH3:43])=[O:40])=[O:23])([CH3:20])([CH3:19])[CH3:18].FC(F)(F)C(O)=O.C(Cl)Cl.C(=O)([O-])O.[Na+]>C(Cl)Cl>[C:17]([O:21][C:22]([N:24]1[CH2:28][C@H:27]([O:29][Si:30]([C:33]([CH3:34])([CH3:35])[CH3:36])([CH3:31])[CH3:32])[CH2:26][C@H:25]1[CH:37]1[CH2:9][N:8]([CH2:1][C:2]2[CH:3]=[CH:4][CH:5]=[CH:6][CH:7]=2)[CH2:12][CH:38]1[C:39]([O:41][CH2:42][CH3:43])=[O:40])=[O:23])([CH3:20])([CH3:18])[CH3:19] |f:2.3,4.5|. Procedure: N-benzyl-N-(methoxymethyl)trimethylsilylmethylamine (40.2 g, 135.6 mmol, purity: 80%) was added to a solution of ethyl (E)-3-[(2S, 4R)-N-tert-butoxycarbonyl-4-tert-butyldimethylsiloxypyrrolidin-2-yl]acrylate (37.4 g, 93.5 mmol, compound of Reference Example 1-4 of U.S. patent application Ser. No. 07/674,971) in methylene chloride (190 ml) in a nitrogen stream, and a 1M trifluoroacetic acid-methylene chloride solution (9.35 ml, 9.35 mmol) was dropwise added under cooling with ice. The reaction so... Yields the product COc1ccc(C(=O)C2=C(c3ccccc3)c3ccccc3C2)cc1. As a reaction SMILES: [Br:21][Mg:22][c:23]1[cH:24][cH:25][cH:26][cH:27][cH:28]1.[O:1]=[C:2]1[CH:3]([C:11]([c:12]2[cH:13][cH:14][c:15]([O:18][CH3:19])[cH:16][cH:17]2)=[O:20])[CH2:4][c:5]2[cH:6][cH:7][cH:8][cH:9][c:10]21.[S:29](=[O:30])(=[O:31])([OH:32])[OH:33].[cH:34]1[cH:35][cH:36][cH:37][cH:38][cH:39]1>>[C:2]1([c:23]2[cH:24][cH:25][cH:26][cH:27][cH:28]2)=[C:3]([C:11]([c:12]2[cH:13][cH:14][c:15]([O:18][CH3:19])[cH:16][cH:17]2)=[O:20])[CH2:4][c:5]2[cH:6][cH:7][cH:8][cH:9][c:10]21. Reactants: Br[Mg]c1ccccc1, COc1ccc(C(=O)C2Cc3ccccc3C2=O)cc1, O=S(=O)(O)O, c1ccccc1.